From a dataset of the Open Reaction Database (ORD), a public repository of structured organic reaction records. describe an organic reaction: reactants, conditions, products, and yield The reactants are C(C)(C)C=1C=C(C=C(C1O)C(C)C)SC(C)(C)SC1=CC(=C(C(=C1)C(C)C)O)C(C)C (2,2-bis(3,5-diisopropyl-4-hydroxyphenylthio)propane). The reagents and catalysts are [O-2].[O-2].[Mn+4] (manganese dioxide). Run in ClCCl (dichloromethane), CCCCCC (hexane). Run at time 4 hour. Product: CC1(SC2(C3(C=C(C(C(=C3)C(C)C)=O)C(C)C)S1)C=C(C(C(=C2)C(C)C)=O)C(C)C)C (14,14-dimethyl-2,4,9,11-tetrakis(isopropyl)-13,15-dithiadispiro[5.0.5.3]pentadeca-1,4,8,11-tetraene-3,10-dione). Reaction SMILES: [CH:1]([C:4]1[CH:5]=[C:6]([S:14][C:15]([S:18][C:19]2[CH:24]=[C:23]([CH:25]([CH3:27])[CH3:26])[C:22]([OH:28])=[C:21]([CH:29]([CH3:31])[CH3:30])[CH:20]=2)([CH3:17])[CH3:16])[CH:7]=[C:8]([CH:11]([CH3:13])[CH3:12])[C:9]=1[OH:10])([CH3:3])[CH3:2]>ClCCl.CCCCCC.[O-2].[O-2].[Mn+4]>[CH3:17][C:15]1([CH3:16])[S:14][C:6]2([CH:5]=[C:4]([CH:1]([CH3:3])[CH3:2])[C:9](=[O:10])[C:8]([CH:11]([CH3:12])[CH3:13])=[CH:7]2)[C:19]2([CH:24]=[C:23]([CH:25]([CH3:27])[CH3:26])[C:22](=[O:28])[C:21]([CH:29]([CH3:31])[CH3:30])=[CH:20]2)[S:18]1 |f:3.4.5|. Procedure: To a mixed solution of 2,2-bis(3,5-diisopropyl-4-hydroxyphenylthio)propane (500 mg, 1.09 mmol) in dichloromethane (5 mL) and hexane (5 mL) was added manganese dioxide (500 mg). The mixture was stirred for 4 hours and then filtered by using a celite, and the resulting filtrate was concentrated. Hexane was added to the residue, and the mixture was stored in a refrigerator. The generated solid was separated by a filtration, washed with hexane, and then dried to synthesize an, objective compound. The reactants are COC(=O)C#CC(=O)c1cc(OC)ccc1OC, [K+], C1CCOC1, [OH-], O. The product is COc1ccc(OC)c(C(=O)C#CC(=O)O)c1. RXN SMILES: [CH3:1][O:2][c:3]1[c:4]([C:5](=[O:6])[C:7]#[C:8][C:9](=[O:10])[O:11][CH3:12])[cH:13][c:14]([O:17][CH3:18])[cH:15][cH:16]1.[K+:20].[O:22]1[CH2:23][CH2:24][CH2:25][CH2:26]1.[OH-:19].[OH2:21]>>[CH3:1][O:2][c:3]1[c:4]([C:5](=[O:6])[C:7]#[C:8][C:9](=[O:10])[OH:11])[cH:13][c:14]([O:17][CH3:18])[cH:15][cH:16]1. Starting materials: COC(=O)COc1ccccc1-c1c(C2CCCCC2)c2ccc(C(=O)OC(C)(C)C)cc2n1C1CCCC1, CN(CCCCN)S(=O)(=O)NC(=O)c1ccc2c(C3CCCCC3)c(-c3ccccc3OCC(=O)O)n(C)c2c1. The product is CC(C)(C)OC(=O)c1ccc2c(C3CCCCC3)c(-c3ccccc3OCC(=O)O)n(C3CCCC3)c2c1. Reaction SMILES: [CH:41]1([c:47]2[c:48](-[c:68]3[c:69]([O:74][CH2:75][C:76](=[O:77])[O:78][CH3:79])[cH:70][cH:71][cH:72][cH:73]3)[n:49]([CH:63]3[CH2:64][CH2:65][CH2:66][CH2:67]3)[c:50]3[cH:51][c:52]([C:56](=[O:57])[O:58][C:59]([CH3:60])([CH3:61])[CH3:62])[cH:53][cH:54][c:55]23)[CH2:42][CH2:43][CH2:44][CH2:45][CH2:46]1.[NH2:1][CH2:2][CH2:3][CH2:4][CH2:5][N:6]([CH3:7])[S:8]([NH:9][C:10]([c:11]1[cH:12][c:13]2[c:14]([c:15]([CH:16]3[CH2:17][CH2:18][CH2:19][CH2:20][CH2:21]3)[c:22](-[c:23]3[cH:24][cH:25][cH:26][cH:27][c:28]3[O:29][CH2:30][C:31]([OH:32])=[O:33])[n:34]2[CH3:35])[cH:36][cH:37]1)=[O:38])(=[O:39])=[O:40]>>[CH:41]1([c:47]2[c:48](-[c:68]3[c:69]([O:74][CH2:75][C:76](=[O:77])[OH:78])[cH:70][cH:71][cH:72][cH:73]3)[n:49]([CH:63]3[CH2:64][CH2:65][CH2:66][CH2:67]3)[c:50]3[cH:51][c:52]([C:56](=[O:57])[O:58][C:59]([CH3:60])([CH3:61])[CH3:62])[cH:53][cH:54][c:55]23)[CH2:42][CH2:43][CH2:44][CH2:45][CH2:46]1. The reactants are ClCCCCS(=O)(=O)C1=C(CO)C=CC=C1 (2-[(4-chlorobutyl)sulfonyl]benzyl alcohol), C(C(=O)Cl)(=O)Cl (oxalyl chloride), CS(=O)C (dimethylsulfoxide). The solvent is C(C)N(CC)CC (triethylamine). Product: ClCCCCS(=O)(=O)C1=C(C=O)C=CC=C1 (2-[(4-Chlorobutyl)sulfonyl]benzaldehyde). The yield is 88.2%. As a reaction SMILES: [Cl:1][CH2:2][CH2:3][CH2:4][CH2:5][S:6]([C:9]1[CH:16]=[CH:15][CH:14]=[CH:13][C:10]=1[CH2:11][OH:12])(=[O:8])=[O:7].C(Cl)(=O)C(Cl)=O.CS(C)=O>C(N(CC)CC)C>[Cl:1][CH2:2][CH2:3][CH2:4][CH2:5][S:6]([C:9]1[CH:16]=[CH:15][CH:14]=[CH:13][C:10]=1[CH:11]=[O:12])(=[O:8])=[O:7]. Procedure: 2.8 g of 2-[(4-chlorobutyl)sulfonyl]benzyl alcohol was treated with 1.4 ml of oxalyl chloride, 2.4 ml of dimethylsulfoxide, and 7.8 ml of triethylamine in the same manner as described for Example 1, Part B. Purification of the crude product via column chromatography on silica gel, eluting with 60:10:30 toluene:ethyl acetate:hexane provided 2.45 g of the product. 1H-NMR (CDCl3) δ 1.91-1.97(m,4H); 3.35(t,2H,J=7 Hz); 3.54(t,2H,J=6 Hz); 7.80-7.85(m,2H); 8.07-8.14(m,2H); 10.75(s,1H). Mass spectrum: 2... The reactants are N(=[N+]=[N-])CCOC=1C=C(C=C(C1)OC)C1=NC2=CC(=CC(=C2C(N1)=O)OC)OC (2-[3-(2-Azido-ethoxy)-5-methoxy-phenyl]-5,7-dimethoxy-3H-quinazolin-4-one), C(C)(=S)O (thioacetic acid). Conditions: time 2 hour. The product is COC1=C2C(NC(=NC2=CC(=C1)OC)C=1C=C(OCCNC(C)=O)C=C(C1)OC)=O (N-(2-(3-(5,7-dimethoxy-4-oxo-3,4-dihydroquinazolin-2-yl)-5-methoxyphenoxy)ethyl)acetamide). As a reaction SMILES: [N:1]([CH2:4][CH2:5][O:6][C:7]1[CH:8]=[C:9]([C:15]2[NH:24][C:23](=[O:25])[C:22]3[C:17](=[CH:18][C:19]([O:28][CH3:29])=[CH:20][C:21]=3[O:26][CH3:27])[N:16]=2)[CH:10]=[C:11]([O:13][CH3:14])[CH:12]=1)=[N+]=[N-].[C:30]([OH:33])(=S)[CH3:31]>>[CH3:27][O:26][C:21]1[CH:20]=[C:19]([O:28][CH3:29])[CH:18]=[C:17]2[C:22]=1[C:23](=[O:25])[NH:24][C:15]([C:9]1[CH:8]=[C:7]([CH:12]=[C:11]([O:13][CH3:14])[CH:10]=1)[O:6][CH2:5][CH2:4][NH:1][C:30](=[O:33])[CH3:31])=[N:16]2. Reported procedure: 2-[3-(2-Azido-ethoxy)-5-methoxy-phenyl]-5,7-dimethoxy-3H-quinazolin-4-one (90 mg, 0.22 mmol) was taken in thioacetic acid (2 mL) and the reaction mixture was stirred at room temperature for 2 hours. Thioacetic acid was removed under reduced pressure, and the residue was purified by column chromatography (silica gel 230-400 mesh; 3.5% methanol in dichloromethane as eluent) to give the title compound as a white solid. Yield: 45 mg (49%). MP 264-265° C. 1H NMR (400 MHz, DMSO-d6): δ 12.05 (s, 1H), 8...